Dataset: the Open Reaction Database (ORD), a public repository of structured organic reaction records. Task: describe an organic reaction: reactants, conditions, products, and yield The reactants are BrC1=C(C=C(C(=C1)C(=O)OC)OC(C)C)C1=CC=C(C=C1)F (methyl 2-bromo-4′-fluoro-5-isopropoxybiphenyl-4-carboxylate), C1(CC1)B(O)O (cyclopropylboronic acid), C1(CCCCC1)P(C1=C(C=CC=C1)C1=C(C=CC=C1OC)OC)C1CCCCC1 (dicyclohexyl(2′,6′-dimethoxybiphenyl-2-yl)phosphine), C([O-])([O-])=O.[Na+].[Na+] (sodium carbonate). Reagents/catalysts: C=1C=CC(=CC1)/C=C/C(=O)/C=C/C2=CC=CC=C2.C=1C=CC(=CC1)/C=C/C(=O)/C=C/C2=CC=CC=C2.C=1C=CC(=CC1)/C=C/C(=O)/C=C/C2=CC=CC=C2.[Pd].[Pd] (tris(dibenzylideneacetone)dipalladium(0)). Run in C1(=CC=CC=C1)C (toluene). Reaction conditions: time 30 minute. Product: C1(CC1)C1=C(C=C(C(=C1)CO)OC(C)C)C1=CC=C(C=C1)F ((2-Cyclopropyl-4′-fluoro-5-isopropoxybiphenyl-4-yl)methanol). The yield is 93.4%. As a reaction SMILES: Br[C:2]1[CH:7]=[C:6]([C:8](OC)=[O:9])[C:5]([O:12][CH:13]([CH3:15])[CH3:14])=[CH:4][C:3]=1[C:16]1[CH:21]=[CH:20][C:19]([F:22])=[CH:18][CH:17]=1.[CH:23]1(B(O)O)[CH2:25][CH2:24]1.C1(P(C2CCCCC2)C2C=CC=CC=2C2C(OC)=CC=CC=2OC)CCCCC1.C(=O)([O-])[O-].[Na+].[Na+]>C1C=CC(/C=C/C(/C=C/C2C=CC=CC=2)=O)=CC=1.C1C=CC(/C=C/C(/C=C/C2C=CC=CC=2)=O)=CC=1.C1C=CC(/C=C/C(/C=C/C2C=CC=CC=2)=O)=CC=1.[Pd].[Pd].C1(C)C=CC=CC=1>[CH:23]1([C:2]2[CH:7]=[C:6]([CH2:8][OH:9])[C:5]([O:12][CH:13]([CH3:14])[CH3:15])=[CH:4][C:3]=2[C:16]2[CH:17]=[CH:18][C:19]([F:22])=[CH:20][CH:21]=2)[CH2:25][CH2:24]1 |f:3.4.5,6.7.8.9.10|. Procedure: A mixture of methyl 2-bromo-4′-fluoro-5-isopropoxybiphenyl-4-carboxylate (7.53 g), cyclopropylboronic acid (4.40 g), dicyclohexyl(2′,6′-dimethoxybiphenyl-2-yl)phosphine (1.26 g), a 2 M aqueous sodium carbonate solution (30.8 mL), tris(dibenzylideneacetone)dipalladium(0) (1.31 g), and toluene (150 mL) was stirred overnight at 100° C. in an argon atmosphere. The reaction mixture was allowed to cool to room temperature. Then, the organic layer was separated, washed with saturated saline, and passed... Reactants: CCN=C=NCCCN(C)C.Cl (EDCI hydrochloride), C1(CCCC1)OC1=C(C=CC=C1OC(F)F)/C=C/C=1N=C2SC=CN2C1C(=O)O (6-{(E)-2-[2-(Cyclopentyloxy)-3-(difluoromethoxy)phenyl]vinyl}imidazo[2,1-b][1,3]thiazole-5-carboxylic acid), FC(C=1N=C(SC1)N)(F)F (4-(trifluoromethyl)-1,3-thiazol-2-amine). The reagents and catalysts are CN(C)C=1C=CN=CC1 (DMAP). The solvent is C1CCOC1 (THF), CN(C)C=O (DMF). Yields the product C1(CCCC1)OC1=C(C=CC=C1OC(F)F)/C=C/C=1N=C2SC=CN2C1C(=O)NC=1SC=C(N1)C(F)(F)F (6-{(E)-2-[2-Cyclopentyloxy-3-(difluoromethoxy)phenyl]vinyl}-N-[4-(trifluoromethyl)-1,3-thiazol-2-yl]imidazo[2,1-b][1,3]thiazole-5-carboxamide), product. Reaction SMILES: [CH:1]1([O:6][C:7]2[C:12]([O:13][CH:14]([F:16])[F:15])=[CH:11][CH:10]=[CH:9][C:8]=2/[CH:17]=[CH:18]/[C:19]2[N:20]=[C:21]3[N:25]([C:26]=2[C:27]([OH:29])=O)[CH:24]=[CH:23][S:22]3)[CH2:5][CH2:4][CH2:3][CH2:2]1.[F:30][C:31]([F:39])([F:38])[C:32]1[N:33]=[C:34]([NH2:37])[S:35][CH:36]=1.CCN=C=NCCCN(C)C.Cl>CN(C1C=CN=CC=1)C.C1COCC1.CN(C=O)C>[CH:1]1([O:6][C:7]2[C:12]([O:13][CH:14]([F:16])[F:15])=[CH:11][CH:10]=[CH:9][C:8]=2/[CH:17]=[CH:18]/[C:19]2[N:20]=[C:21]3[N:25]([C:26]=2[C:27]([NH:37][C:34]2[S:35][CH:36]=[C:32]([C:31]([F:39])([F:38])[F:30])[N:33]=2)=[O:29])[CH:24]=[CH:23][S:22]3)[CH2:5][CH2:4][CH2:3][CH2:2]1 |f:2.3|. Reported procedure: The title compound was prepared according to the general procedure (Method B) by coupling Intermediate 5 (365 mg, 0.868 mmol) with 4-(trifluoromethyl)-1,3-thiazol-2-amine (157 mg, 0.965 mmol) in the presence of EDCI hydrochloride (333 mg, 1.737 mmol) and DMAP (98 mg, 0.868 mmol) in a mixture of THF and DMF (1:1, 6 mL) to give 34 mg of the product as an off-white solid; 1H NMR (300 MHz, DMSO-d6) δ 1.75-1.85 (m, 8H), 4.70-4.78 (m, 1H), 7.18 (t, J=74.7 Hz, 1H), 7.20-7.5 (m, 2H), 7.40-7.46 (m, 1H), ... Starting materials: C(=O)=O (carbon dioxide), BrC=1C2=C(SC1C)C=C(C=C2)CO (3-bromo-6-hydroxymethyl-2-methylbenzo[b]thiophene), C(CCC)[Li] (n-butyl lithium). The solvent is CCOCC (ether), CCOCC (ether), CCOCC (ether). Reaction conditions: temperature -70 celsius, time 2 hour. The product is OCC=1C=CC2=C(SC(=C2C(=O)O)C)C1 (6-hydroxymethyl-2-methylbenzo[b]-thiophene-3-carboxylic acid). Reaction SMILES: Br[C:2]1[C:3]2[CH:11]=[CH:10][C:9]([CH2:12][OH:13])=[CH:8][C:4]=2[S:5][C:6]=1[CH3:7].C([Li])CCC.[C:19](=[O:21])=[O:20]>CCOCC>[OH:13][CH2:12][C:9]1[CH:10]=[CH:11][C:3]2[C:2]([C:19]([OH:21])=[O:20])=[C:6]([CH3:7])[S:5][C:4]=2[CH:8]=1. Procedure details: A solution of 3-bromo-6-hydroxymethyl-2-methylbenzo[b]thiophene (2.11 g.) in dry ether (150 ml.) was added dropwise over 20 minutes to a stirred solution of n-butyl lithium (25 ml. of 1.5 M solution in hexane) in dry ether (150 ml.) at -70° C. under an atmosphere of dry nitrogen. The mixture was stirred at -70° C. for 2 hours and then poured onto a mixture of crushed solid carbon dioxide and ether. When all the carbon dioxide had evaporated the mixture was shaken with water and the aqueous layer... Reactants: CC(C#C)(OC1=CC=C(C#N)C=C1)C (4-(1,1-dimethyl-2-propynyloxy)benzonitrile), IC1=NC=CC=N1 (2-iodopyrimidine). Reagents/catalysts: [Pd](Cl)Cl (palladium(II) chloride), [Cu]I (copper(I) iodide), C1(=CC=CC=C1)P(C1=CC=CC=C1)C1=CC=CC=C1 (triphenylphosphine). Run in C(C)N(CC)CC (triethylamine). Product: CC(C#CC1=NC=CC=N1)(OC1=CC=C(C#N)C=C1)C (4-[1,1-dimethyl-3-(2-pyrimidinyl)-2-propynyloxy]benzonitrile). The yield is 64.8%. RXN SMILES: [CH3:1][C:2]([CH3:14])([O:5][C:6]1[CH:13]=[CH:12][C:9]([C:10]#[N:11])=[CH:8][CH:7]=1)[C:3]#[CH:4].I[C:16]1[N:21]=[CH:20][CH:19]=[CH:18][N:17]=1>C(N(CC)CC)C.[Pd](Cl)Cl.[Cu]I.C1(P(C2C=CC=CC=2)C2C=CC=CC=2)C=CC=CC=1>[CH3:1][C:2]([CH3:14])([O:5][C:6]1[CH:7]=[CH:8][C:9]([C:10]#[N:11])=[CH:12][CH:13]=1)[C:3]#[C:4][C:16]1[N:21]=[CH:20][CH:19]=[CH:18][N:17]=1. Procedure: 0.63 g of 4-(1,1-dimethyl-2-propynyloxy)benzonitrile, 0.75 g of 2-iodopyrimidine, 18 mg of triphenylphosphine, 12 mg of palladium(II) chloride and 3.5 mg of copper(I) iodide were stirred overnight in 20 ml of triethylamine under nitrogen. The mixture was evaporated to dryness and then ethyl acetate and water were added. The organic phase was dried over sodium sulphate and evaporated. The residue was chromatographed on silica gel using ethyl acetate/petroleum ether (1:3) and subsequently ethyl ac... Reactants: CN(C)C=Nc1cc([N+](=O)[O-])c(Br)cc1C#N, CCOC(C)=O, [Cl-], [Cl-], [Cl-], [Cl-], Cl, [Na+], [Na+], C1CCOC1, [OH-], O, [Ti+3]. Yields the product CN(C)C=Nc1cc(N)c(Br)cc1C#N. As a reaction SMILES: [Br:1][c:2]1[cH:3][c:4]([C:16]#[N:17])[c:5]([N:11]=[CH:12][N:13]([CH3:14])[CH3:15])[cH:6][c:7]1[N+:8]([O-:9])=[O:10].[CH3:29][CH2:30][O:31][C:32](=[O:33])[CH3:34].[Cl-:21].[Cl-:35].[Cl-:36].[Cl-:37].[ClH:27].[Na+:19].[Na+:20].[O:22]1[CH2:23][CH2:24][CH2:25][CH2:26]1.[OH-:18].[OH2:28].[Ti+3:38]>>[Br:1][c:2]1[cH:3][c:4]([C:16]#[N:17])[c:5]([N:11]=[CH:12][N:13]([CH3:14])[CH3:15])[cH:6][c:7]1[NH2:8].